From a dataset of the Open Reaction Database (ORD), a public repository of structured organic reaction records. describe an organic reaction: reactants, conditions, products, and yield Reactants: C=CCN(C(=O)OCc1ccc([N+](=O)[O-])cc1)C1CCN(CC2CC(N(C)C(=O)OC(C)(C)C)CC2c2ccccc2)CC1, O=C(Cl)Cc1ccccc1. The product is C=CCN(C(=O)OCc1ccc([N+](=O)[O-])cc1)C1CCN(CC2CC(N(C)C(=O)Cc3ccccc3)CC2c2ccccc2)CC1. Reaction SMILES: [CH3:1][N:2]([C:3]([O:5][C:4]([CH3:6])([CH3:7])[CH3:8])=[O:9])[CH:10]1[CH2:11][CH:12]([CH2:21][N:22]2[CH2:23][CH2:24][CH:25]([N:28]([CH2:29][CH:30]=[CH2:31])[C:32](=[O:33])[O:34][CH2:35][c:36]3[cH:37][cH:38][c:39]([N+:42](=[O:43])[O-:44])[cH:40][cH:41]3)[CH2:26][CH2:27]2)[CH:13]([c:15]2[cH:16][cH:17][cH:18][cH:19][cH:20]2)[CH2:14]1.[c:45]1([CH2:51][C:52]([Cl:53])=[O:54])[cH:46][cH:47][cH:48][cH:49][cH:50]1>>[CH3:1][N:2]([C:3](=[O:5])[CH2:51][c:45]1[cH:46][cH:47][cH:48][cH:49][cH:50]1)[CH:10]1[CH2:11][CH:12]([CH2:21][N:22]2[CH2:23][CH2:24][CH:25]([N:28]([CH2:29][CH:30]=[CH2:31])[C:32](=[O:33])[O:34][CH2:35][c:36]3[cH:37][cH:38][c:39]([N+:42](=[O:43])[O-:44])[cH:40][cH:41]3)[CH2:26][CH2:27]2)[CH:13]([c:15]2[cH:16][cH:17][cH:18][cH:19][cH:20]2)[CH2:14]1.